From a dataset of the Open Reaction Database (ORD), a public repository of structured organic reaction records. describe an organic reaction: reactants, conditions, products, and yield The reactants are BrC=1C=NC2=CC=C(C=C2C1)CC(=O)O ((3-bromo-quinolin-6-yl)-acetic acid), CN1N=CC(=C1)B1OC(C)(C)C(C)(C)O1 (1-methyl-4-pyrazoleboronic acid pinacol ester), O1CCOCC1 (1,4-dioxane), C([O-])([O-])=O.[K+].[K+] (Potassium carbonate). Reagents/catalysts: Cl[Pd]([P](C1=CC=CC=C1)(C2=CC=CC=C2)C3=CC=CC=C3)([P](C4=CC=CC=C4)(C5=CC=CC=C5)C6=CC=CC=C6)Cl (dichlorobis(triphenylphosphine)palladium). Run in O (water). Conditions: temperature 130 celsius. Product: CN1N=CC(=C1)C=1C=NC2=CC=C(C=C2C1)CC(=O)O ([3-(1-Methyl-1H-pyrazol-4-yl)-quinolin-6-yl]-acetic acid). As a reaction SMILES: Br[C:2]1[CH:3]=[N:4][C:5]2[C:10]([CH:11]=1)=[CH:9][C:8]([CH2:12][C:13]([OH:15])=[O:14])=[CH:7][CH:6]=2.[CH3:16][N:17]1[CH:21]=[C:20](B2OC(C)(C)C(C)(C)O2)[CH:19]=[N:18]1.O1CCOCC1.C(=O)([O-])[O-].[K+].[K+]>Cl[Pd](Cl)([P](C1C=CC=CC=1)(C1C=CC=CC=1)C1C=CC=CC=1)[P](C1C=CC=CC=1)(C1C=CC=CC=1)C1C=CC=CC=1.O>[CH3:16][N:17]1[CH:21]=[C:20]([C:2]2[CH:3]=[N:4][C:5]3[C:10]([CH:11]=2)=[CH:9][C:8]([CH2:12][C:13]([OH:15])=[O:14])=[CH:7][CH:6]=3)[CH:19]=[N:18]1 |f:3.4.5,^1:45,64|. Reported procedure: To a 20 mL microwave vial was added (3-bromo-quinolin-6-yl)-acetic acid (1 g, 3.77 mmol), 1-methyl-4-pyrazoleboronic acid pinacol ester and 1,4-dioxane (10 mL). Nitrogen was bubbled through the mixture for 10 minutes. Potassium carbonate (1.56 g, 11.3 mmol) was and water (5 mL) were then added, and nitrogen was bubbled through the mixture for a further three minutes. After such time dichlorobis(triphenylphosphine)palladium (138 mg, 0.19 mmol) was added, the vial sealed and heated in a microwave ... Reactants: C(CCC)C=1N(C(=C(N1)Cl)CO)CC1=CC=C(C=C1)C1=C(C=CC=C1)C#N (2-n-Butyl-4-chloro-1-[(2'-cyanobiphenyl-4-yl)-methyl]-5-(hydroxymethyl)imidazole), [N-]=[N+]=[N-].[Na+] (sodium azide), [Cl-].[NH4+] (ammonium chloride), [Cl-].[NH4+] (ammonium chloride), [N-]=[N+]=[N-].[Na+] (sodium azide). Reaction conditions: temperature 120 celsius. Solvent: CN(C)C=O (DMF). Reaction SMILES: [CH2:1]([C:5]1[N:6]([CH2:13][C:14]2[CH:19]=[CH:18][C:17]([C:20]3[CH:25]=[CH:24][CH:23]=[CH:22][C:21]=3[C:26]#[N:27])=[CH:16][CH:15]=2)[C:7]([CH2:11][OH:12])=[C:8]([Cl:10])[N:9]=1)[CH2:2][CH2:3][CH3:4].[N-:28]=[N+:29]=[N-:30].[Na+].[Cl-].[NH4+]>CN(C=O)C>[CH2:1]([C:5]1[N:6]([CH2:13][C:14]2[CH:15]=[CH:16][C:17]([C:20]3[CH:25]=[CH:24][CH:23]=[CH:22][C:21]=3[C:26]3[NH:30][N:29]=[N:28][N:27]=3)=[CH:18][CH:19]=2)[C:7]([CH2:11][OH:12])=[C:8]([Cl:10])[N:9]=1)[CH2:2][CH2:3][CH3:4] |f:1.2,3.4|. Product: C(CCC)C=1N(C(=C(N1)Cl)CO)CC1=CC=C(C=C1)C1=C(C=CC=C1)C1=NN=NN1 (2-n-butyl-4-chloro-5-hydroxymethyl-1-[(2'-(1H-tetrazol-5-yl)biphenyl-4-yl)methyl]imidazole). Procedure: 2-n-Butyl-4-chloro-1-[(2'-cyanobiphenyl-4-yl)-methyl]-5-(hydroxymethyl)imidazole (11.93 g, 1.0 eq), sodium azide (3 eq), and ammonium chloride (3 eq) were mixed and stirred in DMF (150 mL) in a round bottom connected to a reflux condenser under N2. An oil bath with a temperature controller was then used to heat the reaction at 100° C. for 2 days, after which the temperature was raised to 120° C., for 6 days. The reaction was cooled and 3 more equivalents of ammonium chloride and sodium azide wer... Reactants: Cl.FC=1C=CC2=C(NC=3SC(=CC3C(=N2)N)C)C1 (6-fluoro-2-methyl-4H-3-thia-4,9-diaza-benzo[f]azulen-10-ylamine hydrochloride salt), CN1[C@H](CNCC1)CCSC ((S)-1-methyl-2-(2-methylsulfanyl-ethyl)-piperazine), C(C)(C)N(CC)C(C)C (diisopropyl ethylamine), crude product. The solvent is C(C)(=O)OCC (ethyl acetate), [OH-].[Na+] (sodium hydroxide), CS(=O)C (DMSO), C1(=CC=CC=C1)C (toluene). Product: Cl.Cl.FC=1C=CC2=C(NC=3SC(=CC3C(=N2)N2C[C@@H](N(CC2)C)CCSC)C)C1 ((S)-6-Fluoro-10-[4-methyl-3-(2-methylsulfanyl-ethyl)-piperazin-1-yl]-2-methyl-4H-3-thia-4,9-diaza-benzo[f]azulene dihydrochloride). Isolated yield 71.3%. RXN SMILES: [ClH:1].[F:2][C:3]1[CH:4]=[CH:5][C:6]2[N:15]=[C:14]([NH2:16])[C:13]3[CH:12]=[C:11]([CH3:17])[S:10][C:9]=3[NH:8][C:7]=2[CH:18]=1.[CH3:19][N:20]1[CH2:25][CH2:24]N[CH2:22][C@@H:21]1[CH2:26][CH2:27][S:28][CH3:29].C(N(C(C)C)CC)(C)C>CS(C)=O.C1(C)C=CC=CC=1.C(OCC)(=O)C.[OH-].[Na+]>[ClH:1].[ClH:1].[F:2][C:3]1[CH:4]=[CH:5][C:6]2[N:15]=[C:14]([N:16]3[CH2:24][CH2:25][N:20]([CH3:19])[C@@H:21]([CH2:26][CH2:27][S:28][CH3:29])[CH2:22]3)[C:13]3[CH:12]=[C:11]([CH3:17])[S:10][C:9]=3[NH:8][C:7]=2[CH:18]=1 |f:0.1,7.8,9.10.11|. Reported procedure: Heat a mixture of 6-fluoro-2-methyl-4H-3-thia-4,9-diaza-benzo[f]azulen-10-ylamine hydrochloride salt (0.135 g, 0.476 mmol), (S)-1-methyl-2-(2-methylsulfanyl-ethyl)-piperazine (0.166 g, 0.95 mmol) and diisopropyl ethylamine (0.083 mL, 0.476 mmol) in DMSO (0.2 mL) and toluene (0.8 mL) at 110° C. for 46 hours. Dilute the reaction mixture with ethyl acetate and 0.1N sodium hydroxide solution. The ethyl acetate extract gives 0.196 g. of the crude product. Silica gel chromatography, eluting with methy... The reactants are C([O-])(O)=O.[Na+] (sodium bicarbonate), ClC1=CC(=C(N)C=C1)C (4-Chloro-2-methylaniline), B1(OO1)[O-].O.O.O.O.[Na+] (sodium perborate tetrahydrate), [Br-].[K+] (potassium bromide), C(C)(=O)O (acetic acid). The reagents and catalysts are N.N.N.N.N.N.O.O.O.O.O[Mo](=O)(=O)O.O[Mo](=O)(=O)O.O[Mo](=O)(=O)O.O=[Mo](=O)=O.O=[Mo](=O)=O.O=[Mo](=O)=O.O=[Mo](=O)=O (ammonium heptamolybdate tetrahydrate). Run in O (water). Conditions: temperature 0 celsius, time 30 minute. Yields the product BrC1=C(N)C(=CC(=C1)Cl)C (2-Bromo-4-chloro-6-methylaniline). RXN SMILES: [Cl:1][C:2]1[CH:8]=[CH:7][C:5]([NH2:6])=[C:4]([CH3:9])[CH:3]=1.[Br-:10].[K+].C(O)(=O)C.B1([O-])OO1.O.O.O.O.[Na+].C(=O)(O)[O-].[Na+]>N.N.N.N.N.N.O.O.O.O.O[Mo](O)(=O)=O.O[Mo](O)(=O)=O.O[Mo](O)(=O)=O.O=[Mo](=O)=O.O=[Mo](=O)=O.O=[Mo](=O)=O.O=[Mo](=O)=O.O>[Br:10][C:7]1[CH:8]=[C:2]([Cl:1])[CH:3]=[C:4]([CH3:9])[C:5]=1[NH2:6] |f:1.2,4.5.6.7.8.9,10.11,12.13.14.15.16.17.18.19.20.21.22.23.24.25.26.27.28|. Reported procedure: 4-Chloro-2-methylaniline (1.0 g, 7.06 mmol), potassium bromide (1.01 g, 8.47 mmol), and ammonium heptamolybdate tetrahydrate (87 mg, 0.07 mmol) were suspended in acetic acid (7 mL, 122 mmol) and cooled to 0° C. The reaction was treated with sodium perborate tetrahydrate (1.2 g, 7.77 mmol), stirred at 0° C. for 30 min, and at room temperature for 2 h. The mixture was poured into water, neutralized with saturated sodium bicarbonate and extracted with ethyl acetate (2×). The organic layers were poo... The product is C(C=C)N1C(CCC1)CC1=CC=C(C=C1)Cl (1-allyl-2-(4-chlorobenzyl)pyrrolidine). The solvent is CC(=O)CC (ethyl methyl ketone). Procedure: Boil 5 g of 2-(4-chlorobenzyl)pyrrolidine, 3.53 g of anhydrous potassium carbonate, 3.4 g of allyl bromide and 50 ml of ethyl methyl ketone under reflux for 1 hour. Evaporate off the solvent. Take up the residue with 50 ml of water and extract 3 times with, in each case, 30 ml of diethyl ether. Combine the ether phases and dry them over sodium sulfate. Distil off the solvent from the combined ether extract and distil the resulting residue under a vacuum to obtain 5.12 g (85% of theory) of the ti... RXN SMILES: [Cl:1][C:2]1[CH:13]=[CH:12][C:5]([CH2:6][CH:7]2[CH2:11][CH2:10][CH2:9][NH:8]2)=[CH:4][CH:3]=1.C(=O)([O-])[O-].[K+].[K+].[CH2:20](Br)[CH:21]=[CH2:22]>CC(CC)=O>[CH2:22]([N:8]1[CH2:9][CH2:10][CH2:11][CH:7]1[CH2:6][C:5]1[CH:12]=[CH:13][C:2]([Cl:1])=[CH:3][CH:4]=1)[CH:21]=[CH2:20] |f:1.2.3|. The reactants are ClC1=CC=C(CC2NCCC2)C=C1 (2-(4-chlorobenzyl)pyrrolidine), C([O-])([O-])=O.[K+].[K+] (potassium carbonate), C(C=C)Br (allyl bromide). Reactants: CC=1C=C2C(=CN1)NN=C2 (5-methyl-1H-pyrazolo[3,4-c]pyridine), II (iodine), [OH-].[K+] (potassium hydroxide). The solvent is CN(C)C=O (DMF), S(=S)(=O)([O-])[O-].[Na+].[Na+] (sodium thiosulfate), O (water). Conditions: time 60 hour. Yields the product IC1=NNC2=CN=C(C=C21)C (3-Iodo-5-methyl-1H-pyrazolo[3,4-c]pyridine). RXN SMILES: [CH3:1][C:2]1[CH:3]=[C:4]2[CH:10]=[N:9][NH:8][C:5]2=[CH:6][N:7]=1.[I:11]I.[OH-].[K+]>CN(C=O)C.S([O-])([O-])(=O)=S.[Na+].[Na+].O>[I:11][C:10]1[C:4]2[C:5](=[CH:6][N:7]=[C:2]([CH3:1])[CH:3]=2)[NH:8][N:9]=1 |f:2.3,5.6.7|. Procedure: To a solution of 5-methyl-1H-pyrazolo[3,4-c]pyridine [76006-06-9](1.00 g, 7.51 mmol) in DMF (15 mL) were added iodine (2.86 g, 11.3 mmol) and potassium hydroxide (1.05 g, 18.8 mmol). The reaction mixture was stirred at RT for 60 h. The mixture was diluted with 10% sodium thiosulfate and water, the resulting suspension was filtered. The solid was washed with water and dried under vacuum. MS (LC/MS): 260.0 [M+H]+; tR (HPLC conditions d): 0.28 min.